This data is from the Open Reaction Database (ORD), a public repository of structured organic reaction records. The task is: describe an organic reaction: reactants, conditions, products, and yield Starting materials: CC=1C=CC=C2C=CC=NC12 (8-methylquinoline), BrN1C(CCC1=O)=O (N-bromosuccinimide). Reagents/catalysts: C(C1=CC=CC=C1)(=O)OOC(C1=CC=CC=C1)=O (benzoyl peroxide). The solvent is C(Cl)(Cl)(Cl)Cl (carbon tetrachloride). The product is BrCC=1C=CC=C2C=CC=NC12 (8-(Bromomethyl)quinoline). Isolated yield 54.9%. As a reaction SMILES: [CH3:1][C:2]1[CH:3]=[CH:4][CH:5]=[C:6]2[C:11]=1[N:10]=[CH:9][CH:8]=[CH:7]2.[Br:12]N1C(=O)CCC1=O>C(Cl)(Cl)(Cl)Cl.C(OOC(=O)C1C=CC=CC=1)(=O)C1C=CC=CC=1>[Br:12][CH2:1][C:2]1[CH:3]=[CH:4][CH:5]=[C:6]2[C:11]=1[N:10]=[CH:9][CH:8]=[CH:7]2. Procedure: A mixture of 8-methylquinoline (45 g, 0.314 mol), N-bromosuccinimide (55 g, 0.309 mol) and benzoyl peroxide (1.5 g) in carbon tetrachloride (250 mL) was refluxed for 7 hours. The reaction was filtered and evaporated, and the crude product was crystallized from methanol (70 mL) to give 37.7 g of product. The mother liquors were chromatographed on silica gel in chloroform to give 17 g of material which was crystallized from ethyl acetate:hexane to give an additional 12.0 g of product.